From a dataset of the Open Reaction Database (ORD), a public repository of structured organic reaction records. describe an organic reaction: reactants, conditions, products, and yield Reactants: COCCBr, CCNC(=O)Nc1ccc(-c2nc3c(c(N4CCOCC4)n2)CCNC3)cc1, CN1CCCC1=O, CCN(C(C)C)C(C)C, Cl. Yields the product CCNC(=O)Nc1ccc(-c2nc3c(c(N4CCOCC4)n2)CCN(CCOC)C3)cc1. RXN SMILES: [Br:46][CH2:47][CH2:48][O:49][CH3:50].[CH2:1]([CH3:2])[NH:3][C:4](=[O:5])[NH:6][c:7]1[cH:8][cH:9][c:10](-[c:13]2[n:14][c:15]([N:23]3[CH2:24][CH2:25][O:26][CH2:27][CH2:28]3)[c:16]3[c:17]([n:18]2)[CH2:19][NH:20][CH2:21][CH2:22]3)[cH:11][cH:12]1.[CH3:39][N:40]1[CH2:41][CH2:42][CH2:43][C:44]1=[O:45].[CH:30]([N:31]([CH2:32][CH3:33])[CH:34]([CH3:35])[CH3:36])([CH3:37])[CH3:38].[ClH:29]>>[CH2:1]([CH3:2])[NH:3][C:4](=[O:5])[NH:6][c:7]1[cH:8][cH:9][c:10](-[c:13]2[n:14][c:15]([N:23]3[CH2:24][CH2:25][O:26][CH2:27][CH2:28]3)[c:16]3[c:17]([n:18]2)[CH2:19][N:20]([CH2:47][CH2:48][O:49][CH3:50])[CH2:21][CH2:22]3)[cH:11][cH:12]1.